From a dataset of the Open Reaction Database (ORD), a public repository of structured organic reaction records. describe an organic reaction: reactants, conditions, products, and yield Starting materials: OC1=CC(N[C@@]1(C1=CC=CC=C1)C)=O ((R)-4-hydroxy-5-methyl-5-phenyl-1,5-dihydro-pyrrol-2-one), C(C1=CC=CC=C1)=O (benzaldehyde), CC1=CNC2=CC=C(C=C12)C (3,5-dimethyl-1H-indole). Yields the product CC1=C(NC2=CC=C(C=C12)C)C(C=1C(N[C@@](C1O)(C1=CC=CC=C1)C)=O)C1=CC=CC=C1 ((R)-3-[(3,5-Dimethyl-1H-indol-2-yl)-phenyl-methyl]-4-hydroxy-5-methyl-5-phenyl-1,5-dihydro-pyrrol-2-one). Reaction SMILES: [OH:1][C:2]1[C@@:6]([CH3:13])([C:7]2[CH:12]=[CH:11][CH:10]=[CH:9][CH:8]=2)[NH:5][C:4](=[O:14])[CH:3]=1.[CH:15](=O)[C:16]1[CH:21]=[CH:20][CH:19]=[CH:18][CH:17]=1.[CH3:23][C:24]1[C:32]2[C:27](=[CH:28][CH:29]=[C:30]([CH3:33])[CH:31]=2)[NH:26][CH:25]=1>>[CH3:23][C:24]1[C:32]2[C:27](=[CH:28][CH:29]=[C:30]([CH3:33])[CH:31]=2)[NH:26][C:25]=1[CH:15]([C:16]1[CH:21]=[CH:20][CH:19]=[CH:18][CH:17]=1)[C:3]1[C:4](=[O:14])[NH:5][C@:6]([CH3:13])([C:7]2[CH:12]=[CH:11][CH:10]=[CH:9][CH:8]=2)[C:2]=1[OH:1]. Reported procedure: Using general procedure D, (R)-4-hydroxy-5-methyl-5-phenyl-1,5-dihydro-pyrrol-2-one (prepared according to Lit. 11, see also Lit. 19) was reacted with benzaldehyde and 3,5-dimethyl-1H-indole (Lit. 21) to give the title compound as a yellow foam. MS: 423.3 ([M+H]+). The reactants are N,N′-carbonyldiimidazole, C(=O)(O)C=1C=CC2=C(N(C(N2C)=O)CC2=C(C=C(C=C2)Cl)Cl)C1 (6-carboxy-1-(2,4-dichlorobenzyl)-3-methyl-2-benzimidazolone), C(CCC)S(=O)(=O)N (1-n-Butanesulfonamide), C1CCC2=NCCCN2CC1 (DBU). Run in CN(C=O)C (N,N-dimethylformamide). Reaction conditions: time 1 hour. Yields the product C(CCC)S(=O)(=O)NC(=O)C=1C=CC2=C(N(C(N2C)=O)CC2=C(C=C(C=C2)Cl)Cl)C1 (6-(1-n-butanesulfonylcarbamoyl)-1-(2,4-dichlorobenzyl)-3-methyl-2-benzimidazolone). Yield: 29.2%. As a reaction SMILES: [C:1]([C:4]1[CH:5]=[CH:6][C:7]2[N:11]([CH3:12])[C:10](=[O:13])[N:9]([CH2:14][C:15]3[CH:20]=[CH:19][C:18]([Cl:21])=[CH:17][C:16]=3[Cl:22])[C:8]=2[CH:23]=1)([OH:3])=O.[CH2:24]([S:28]([NH2:31])(=[O:30])=[O:29])[CH2:25][CH2:26][CH3:27].C1CCN2C(=NCCC2)CC1>CN(C)C=O>[CH2:24]([S:28]([NH:31][C:1]([C:4]1[CH:5]=[CH:6][C:7]2[N:11]([CH3:12])[C:10](=[O:13])[N:9]([CH2:14][C:15]3[CH:20]=[CH:19][C:18]([Cl:21])=[CH:17][C:16]=3[Cl:22])[C:8]=2[CH:23]=1)=[O:3])(=[O:30])=[O:29])[CH2:25][CH2:26][CH3:27]. Procedure details: In the same manner as in Example 1, N,N′-carbonyldiimidazole (0.290 g) was added to a mixture of 6-carboxy-1-(2,4-dichlorobenzyl)-3-methyl-2-benzimidazolone (0.314 g) and N,N-dimethylformamide (9 ml), and the mixture was stirred at room temperature for 1 hr. 1-n-Butanesulfonamide (0.246 g) and DBU (0.273 g) were added and the mixture was stirred at 100° C. for 16 hr. The solvent was evaporated and the resulting mixture was extracted with chloroform and water. The organic layer was concentrated a... Starting materials: C(C)(C)(C)C1=C(C(=CC(=C1)C)C(C)(C)C)O (2,6-di-t-butyl-4-methylphenol), Cl (hydrochloric acid), graphite, C[O-].[Na+] (sodium methoxide), calomel. The reagents and catalysts are Cl(=O)(=O)(=O)[O-].C(C)[N+](CC)(CC)CC (tetraethylammonium perchlorate). Solvent: C(C)#N (acetonitrile). Run at time 8 hour. The product is C(C)(C)(C)C=1C=C(C=C(C1O)C(C)(C)C)CCC1=CC(=C(C(=C1)C(C)(C)C)O)C(C)(C)C (1,2-bis(3,5-di-t-butyl-4-hydroxyphenyl)ethane). Yield: 442.2%. RXN SMILES: [C:1]([C:5]1[CH:10]=[C:9]([CH3:11])[CH:8]=[C:7]([C:12]([CH3:15])([CH3:14])[CH3:13])[C:6]=1[OH:16])([CH3:4])([CH3:3])[CH3:2].[CH3:17][O-:18].[Na+].Cl>Cl([O-])(=O)(=O)=O.C([N+](CC)(CC)CC)C.C(#N)C>[C:12]([C:7]1[CH:8]=[C:9]([CH2:11][CH2:11][C:9]2[CH:8]=[C:7]([C:12]([CH3:14])([CH3:13])[CH3:15])[C:17]([OH:18])=[C:5]([C:1]([CH3:4])([CH3:3])[CH3:2])[CH:10]=2)[CH:10]=[C:5]([C:1]([CH3:4])([CH3:3])[CH3:2])[C:6]=1[OH:16])([CH3:15])([CH3:14])[CH3:13] |f:1.2,4.5|. Reported procedure: The electrolysis cell was charged with 300 milliliters of 10 percent aqueous acetonitrile and 6.9 grams (0.03 mole) of tetraethylammonium perchlorate. Nitrogen gas was passed through the system while 4.4 grams (0.02 mole) of 2,6-di-t-butyl-4-methylphenol, and 0.108 gram (0.002 mole) of sodium methoxide were added. The electrolysis was conducted at ambient temperatures under a nitrogen atmosphere at an anode potential of +0.35 volt (versus the saturated calomel electrode). The initial current of ...